Dataset: the Open Reaction Database (ORD), a public repository of structured organic reaction records. Task: describe an organic reaction: reactants, conditions, products, and yield Starting materials: [OH-].[Na+] (sodium hydroxide), C(=O)(O)C1=CC=C(C=C1)C(CO)CCO (2-(4-carboxyphenyl)-1,4-butanediol), NCC(=O)O (glycine), C1=CC(=C[N+](=C1)[C@H]2[C@@H]([C@@H]([C@H](O2)COP(=O)([O-])OP(=O)(O)OC[C@@H]3[C@H]([C@H]([C@@H](O3)N4C=NC5=C4N=CN=C5N)O)O)O)O)C(=O)N (β-NAD+), [OH-].[Na+] (sodium hydroxide), NCC(=O)O (Glycine), COC=1C=CC(=CC1)C=O (anisaldehyde), [OH-].[Na+] (sodium hydroxide), [OH-].[Na+] (sodium hydroxide), alcohol. The solvent is CC(=O)C (acetone), C(C)O (ethanol), O (water), C(Cl)Cl (methylene chloride). The product is C(=O)(O)C1=CC=C(C=C1)[C@@H]1C(=O)OCC1 ((2R)-2-(4-carboxyphenyl)butyrolactone). Reaction SMILES: NCC(O)=O.[OH-].[Na+].[C:8]([C:11]1[CH:16]=[CH:15][C:14]([CH:17]([CH2:20][CH2:21][OH:22])[CH2:18][OH:19])=[CH:13][CH:12]=1)([OH:10])=[O:9].C1C=[N+]([C@@H]2O[C@H](COP(OP(OC[C@H]3O[C@@H](N4C5N=CN=C(N)C=5N=C4)[C@H](O)[C@@H]3O)(O)=O)([O-])=O)[C@@H](O)[C@H]2O)C=C(C(N)=O)C=1.COC1C=CC(C=O)=CC=1>O.CC(C)=O.C(O)C.C(Cl)Cl>[C:8]([C:11]1[CH:12]=[CH:13][C:14]([C@H:17]2[CH2:20][CH2:21][O:22][C:18]2=[O:19])=[CH:15][CH:16]=1)([OH:10])=[O:9] |f:1.2|. Reported procedure: Glycine (18.8 grams) is dissolved in 2 liters of deionized water, and the pH is adjusted by the addition of 10% sodium hydroxide to 9.0. 2-(4-carboxyphenyl)-1,4-butanediol (10.0 grams) is dissolved in 150 ml of acetone added to the glycine solution with stirring, followed by the addition of β-NAD+ (Sigma, 0.5 grams). To the resulting solution is added horse liver alcohol dehydrogenase (Sigma, 250 mg, approximately 400 units). After the enzyme has dissolved the pH is readjusted to 9.0 with 10% so... Reactants: C1(=CC=C(C=C1)S(=O)(=O)OC1=CC=C2C(C(=CN3CCCC1=C23)C(=O)O)=O)C (8-(p-toluenesulfonyloxy)-6,7-dihydro-1-oxo-1H,5H-benzo[ij]quinolizine-2-carboxylic acid), FC(N1CCNCC1)(F)F (1-trifluoromethylpiperazine), CS(=O)C (dimethyl sulfoxide), 10, Cl (hydrochloric acid). The solvent is O (water). The product is FC(N1CCN(CC1)C1=CC=C2C(C(=CN3CCCC1=C23)C(=O)O)=O)(F)F (8-(4-trifluoromethyl-1-piperazinyl)-6,7-dihydro-1-oxo-1H,5H-benzo[ij]quinolizine-2-carboxylic acid). Isolated yield 52.4%. As a reaction SMILES: C1(C)C=CC(S(O[C:11]2[C:22]3=[C:23]4[N:18]([CH2:19][CH2:20][CH2:21]3)[CH:17]=[C:16]([C:24]([OH:26])=[O:25])[C:15](=[O:27])[C:14]4=[CH:13][CH:12]=2)(=O)=O)=CC=1.[F:29][C:30]([F:38])([F:37])[N:31]1[CH2:36][CH2:35][NH:34][CH2:33][CH2:32]1.CS(C)=O.Cl>O>[F:29][C:30]([F:38])([F:37])[N:31]1[CH2:36][CH2:35][N:34]([C:11]2[C:22]3=[C:23]4[N:18]([CH2:19][CH2:20][CH2:21]3)[CH:17]=[C:16]([C:24]([OH:26])=[O:25])[C:15](=[O:27])[C:14]4=[CH:13][CH:12]=2)[CH2:33][CH2:32]1. Reported procedure: A mixture of 3.4 g of 8-(p-toluenesulfonyloxy)-6,7-dihydro-1-oxo-1H,5H-benzo[ij]quinolizine-2-carboxylic acid, 9.1 g of 1-trifluoromethylpiperazine and 200 ml of anhydrous dimethyl sulfoxide was heated with stirring in an autoclave at 150° to 160° C. for 18 hours under nitrogen gas flow at a pressure of 10 atms. After completion of the reaction, the solvent and excessive piperazine compound were removed by distillation under reduced pressure and a mixture of methanol and ethanol was added to the... Starting materials: Cl (hydrochloric acid), C(=O)(O)C=1C=CC=2C(C3=CC=CC=C3S(C2C1)(=O)=O)=O (3-Carboxythioxanthone-10,10-dioxide), Cl (hydrogen chloride), mercuric acetate, Cl (hydrochloric acid). Reagents/catalysts: [Zn] (zinc). Solvent: C(C)(=O)O (acetic acid). Conditions: time 2 hour. Product: C(=O)(O)C=1C=CC=2CC3=CC=CC=C3S(C2C1)(=O)=O (3-Carboxythioxanthene-10,10-dioxide). Reaction SMILES: [C:1]([C:4]1[CH:5]=[CH:6][C:7]2[C:8](=O)[C:9]3[C:14]([S:15](=[O:19])(=[O:18])[C:16]=2[CH:17]=1)=[CH:13][CH:12]=[CH:11][CH:10]=3)([OH:3])=[O:2].Cl>C(O)(=O)C.[Zn]>[C:1]([C:4]1[CH:5]=[CH:6][C:7]2[CH2:8][C:9]3[C:14]([S:15](=[O:19])(=[O:18])[C:16]=2[CH:17]=1)=[CH:13][CH:12]=[CH:11][CH:10]=3)([OH:3])=[O:2]. Procedure details: 3-Carboxythioxanthone-10,10-dioxide (prepared as in Reference Preparation 4) (5.0 g), zinc wool (10.0 g) and mercuric acetate (0.2 g) in acetic acid (100 ml) were brought to the boil and concentrated hydrochloric acid (10 ml) was added. Vigorous evolution of hydrogen chloride occurred at first. After 2 hr., further hydrochloric acid (7 ml), was added and the mixture boiled under reflux for further 4 hr. It was then filtered while hot and poured on to ice and water. The precipitated product was f... The reactants are CO, [Cl-], O=[N+]([O-])c1ccc(Oc2ncnn3cccc23)c(F)c1, [NH4+], C1CCOC1, [Zn]. Product: Nc1ccc(Oc2ncnn3cccc23)c(F)c1. As a reaction SMILES: [CH3:28][OH:29].[Cl-:21].[F:1][c:2]1[c:3]([O:4][c:5]2[n:6][cH:7][n:8][n:9]3[c:10]2[cH:11][cH:12][cH:13]3)[cH:14][cH:15][c:16]([N+:18]([O-:19])=[O:20])[cH:17]1.[NH4+:22].[O:23]1[CH2:24][CH2:25][CH2:26][CH2:27]1.[Zn:30]>>[F:1][c:2]1[c:3]([O:4][c:5]2[n:6][cH:7][n:8][n:9]3[c:10]2[cH:11][cH:12][cH:13]3)[cH:14][cH:15][c:16]([NH2:18])[cH:17]1.